Dataset: the Open Reaction Database (ORD), a public repository of structured organic reaction records. Task: describe an organic reaction: reactants, conditions, products, and yield Starting materials: CNc1cc(-n2cc(Br)c3ccc(-c4cccc([N+](=O)[O-])c4)cc32)ncn1, CCOC(C)=O, COc1ccc(B(O)O)cc1, [K+], [K+], [K+], CN(C)C=O, O, O=P([O-])([O-])[O-], c1ccc(P(c2ccccc2)(c2ccccc2)[Pd](P(c2ccccc2)(c2ccccc2)c2ccccc2)(P(c2ccccc2)(c2ccccc2)c2ccccc2)P(c2ccccc2)(c2ccccc2)c2ccccc2)cc1. Yields the product CNc1cc(-n2cc(-c3ccc(OC)cc3)c3ccc(-c4cccc([N+](=O)[O-])c4)cc32)ncn1. Reaction SMILES: [Br:6][c:7]1[cH:8][n:9](-[c:25]2[cH:26][c:27]([NH:31][CH3:32])[n:28][cH:29][n:30]2)[c:10]2[cH:11][c:12](-[c:16]3[cH:17][c:18]([N+:22](=[O:23])[O-:24])[cH:19][cH:20][cH:21]3)[cH:13][cH:14][c:15]12.[CH3:130][CH2:131][O:132][C:133](=[O:134])[CH3:135].[CH3:41][O:42][c:43]1[cH:44][cH:45][c:46]([B:49]([OH:50])[OH:51])[cH:47][cH:48]1.[K+:38].[K+:39].[K+:40].[O:1]=[CH:2][N:3]([CH3:4])[CH3:5].[OH2:129].[P:33]([O-:34])([O-:35])([O-:36])=[O:37].[cH:52]1[cH:53][cH:54][c:55]([P:56]([Pd:57]([P:58]([c:59]2[cH:60][cH:61][cH:62][cH:63][cH:64]2)([c:65]2[cH:66][cH:67][cH:68][cH:69][cH:70]2)[c:71]2[cH:72][cH:73][cH:74][cH:75][cH:76]2)([P:77]([c:78]2[cH:79][cH:80][cH:81][cH:82][cH:83]2)([c:84]2[cH:85][cH:86][cH:87][cH:88][cH:89]2)[c:90]2[cH:91][cH:92][cH:93][cH:94][cH:95]2)[P:96]([c:97]2[cH:98][cH:99][cH:100][cH:101][cH:102]2)([c:103]2[cH:104][cH:105][cH:106][cH:107][cH:108]2)[c:109]2[cH:110][cH:111][cH:112][cH:113][cH:114]2)([c:115]2[cH:116][cH:117][cH:118][cH:119][cH:120]2)[c:121]2[cH:122][cH:123][cH:124][cH:125][cH:126]2)[cH:127][cH:128]1>>[c:7]1(-[c:46]2[cH:45][cH:44][c:43]([O:42][CH3:41])[cH:48][cH:47]2)[cH:8][n:9](-[c:25]2[cH:26][c:27]([NH:31][CH3:32])[n:28][cH:29][n:30]2)[c:10]2[cH:11][c:12](-[c:16]3[cH:17][c:18]([N+:22](=[O:23])[O-:24])[cH:19][cH:20][cH:21]3)[cH:13][cH:14][c:15]12. The reactants are O=C1CCC(=O)N1Br, ClC(Cl)(Cl)Cl, Cc1cc2cc(Cl)ccc2nc1C. Product: Cc1nc2ccc(Cl)cc2cc1CBr. Reaction SMILES: [Br:14][N:15]1[C:16](=[O:17])[CH2:18][CH2:19][C:20]1=[O:21].[C:22]([Cl:23])([Cl:24])([Cl:25])[Cl:26].[Cl:1][c:2]1[cH:3][c:4]2[cH:5][c:6]([CH3:13])[c:7]([CH3:12])[n:8][c:9]2[cH:10][cH:11]1>>[Cl:1][c:2]1[cH:3][c:4]2[cH:5][c:6]([CH2:13][Br:14])[c:7]([CH3:12])[n:8][c:9]2[cH:10][cH:11]1. Reactants: Cc1cnc(N2CCN(C(=O)c3ccc(Br)cc3C#N)CC2)c(C)c1, O=C1NC(COC(=O)c2ccccc2)CO1. Yields the product Cc1cnc(N2CCN(C(=O)c3ccc(N4C(=O)OCC4COC(=O)c4ccccc4)cc3C#N)CC2)c(C)c1. Reaction SMILES: [Br:1][c:2]1[cH:3][cH:4][c:5]([C:10](=[O:11])[N:12]2[CH2:13][CH2:14][N:15]([c:18]3[n:19][cH:20][c:21]([CH3:25])[cH:22][c:23]3[CH3:24])[CH2:16][CH2:17]2)[c:6]([C:7]#[N:8])[cH:9]1.[O:26]=[C:27]1[O:28][CH2:29][CH:30]([CH2:32][O:33][C:34]([c:35]2[cH:36][cH:37][cH:38][cH:39][cH:40]2)=[O:41])[NH:31]1>>[c:2]1([N:31]2[C:27](=[O:26])[O:28][CH2:29][CH:30]2[CH2:32][O:33][C:34]([c:35]2[cH:36][cH:37][cH:38][cH:39][cH:40]2)=[O:41])[cH:3][cH:4][c:5]([C:10](=[O:11])[N:12]2[CH2:13][CH2:14][N:15]([c:18]3[n:19][cH:20][c:21]([CH3:25])[cH:22][c:23]3[CH3:24])[CH2:16][CH2:17]2)[c:6]([C:7]#[N:8])[cH:9]1. The reactants are BrC1=C(C=C(C=C1OC)C=CC1=CC=CC=C1)OC (1-(4-bromo-3,5-dimethoxyphenyl)-2-phenylethene), B(Br)(Br)Br (BBr3). Product: BrC1=C(C=C(C=C1O)C=CC1=CC=CC=C1)O (2-Bromo-5-(2-phenylethenyl)-1,3-benzenediol). As a reaction SMILES: [Br:1][C:2]1[C:7]([O:8]C)=[CH:6][C:5]([CH:10]=[CH:11][C:12]2[CH:17]=[CH:16][CH:15]=[CH:14][CH:13]=2)=[CH:4][C:3]=1[O:18]C.B(Br)(Br)Br>>[Br:1][C:2]1[C:7]([OH:8])=[CH:6][C:5]([CH:10]=[CH:11][C:12]2[CH:13]=[CH:14][CH:15]=[CH:16][CH:17]=2)=[CH:4][C:3]=1[OH:18]. Yield: 90.0%. Procedure details: This material was synthesized from 1-(4-bromo-3,5-dimethoxyphenyl)-2-phenylethene (21B) and BBr3 in 90% yield by the same method as described in Example 6. 1HNMR (CDCl3, ppm): δ 5.39 (s, 2H), 6.81 (s, 2H), 7.06 (d, J=17 Hz, 1H), 7.11 (d, J=17 Hz, 1H), 7.28 (m, 1H), 7.37 (m, 2H), 7.55 (m, 2H). Starting materials: [K].O1C(NN=C1C(=O)OCC)=S (ethyl 1,3,4-oxadiazole-2-thione-5-carboxylate potassium), C(C)I (ethyl iodide). Run in C(C)O (ethanol). The product is C(C)SC1=NN=C(O1)C(=O)OCC (Ethyl 5-ethylthio-1,3,4-oxadiazole-2-carboxylate). Reaction SMILES: [K].[O:2]1[C:6]([C:7]([O:9][CH2:10][CH3:11])=[O:8])=[N:5][NH:4][C:3]1=[S:12].[CH2:13](I)[CH3:14]>C(O)C>[CH2:13]([S:12][C:3]1[O:2][C:6]([C:7]([O:9][CH2:10][CH3:11])=[O:8])=[N:5][N:4]=1)[CH3:14] |f:0.1,^1:0|. Procedure: A mixture of ethyl 1,3,4-oxadiazole-2-thione-5-carboxylate potassium salt dimethylsulfoxide solvate (11 g., 0.03 mole) and ethyl iodide (7 g., 0.045 mole) in absolute ethanol (100 ml.) was heated at reflux for 45 minutes and then worked up as described previously in Experiment A to yield the title compound (5.59 g.). The reactants are BrC=1C=C2C(=NC1)N(C=C2I)S(=O)(=O)C2=CC=C(C)C=C2 (5-bromo-3-iodo-1-tosyl-1H-pyrrolo[2,3-b]pyridine), NC1=CC=C(C=N1)B(O)O (6-aminopyridin-3-ylboronic acid), COC=1C=C(C=C(C1OC)OC)B(O)O (3,4,5-trimethoxyphenylboronic acid), N1C=CC2=CC(=CC=C12)B(O)O (1H-indol-5-ylboronic acid), BrC=1C=C2C(=NC1)N(C=C2C=2C=C1C=CNC1=CC2)S(=O)(=O)C2=CC=C(C)C=C2 (5-bromo-3-(1H-indol-5-yl)-1-tosyl-1H-pyrrolo[2,3-b]pyridine). Yields the product NC1=CC=C(C=C1)C1=CNC2=NC=C(C=C21)C=2C=CC(=NC2)N (5-(3-(4-aminophenyl)-1H-pyrrolo[2,3-b]pyridin-5-yl)pyridin-2-amine). Reaction SMILES: N1C2C(=CC(B(O)O)=CC=2)C=C1.Br[C:14]1[CH:15]=[C:16]2C(I)=C[N:20](S(C3C=CC(C)=CC=3)(=O)=O)[C:17]2=[N:18][CH:19]=1.NC1N=CC(B(O)O)=CC=1.COC1C=C(B(O)O)C=C(OC)C=1OC.Br[C:60]1[CH:61]=[C:62]2[C:68]([C:69]3[CH:70]=[C:71]4[C:75](=[CH:76][CH:77]=3)[NH:74]C=C4)=[CH:67][N:66](S(C3C=CC(C)=CC=3)(=O)=O)[C:63]2=[N:64][CH:65]=1>>[NH2:74][C:75]1[CH:76]=[CH:77][C:69]([C:68]2[C:62]3[C:63](=[N:64][CH:65]=[C:60]([C:14]4[CH:15]=[CH:16][C:17]([NH2:20])=[N:18][CH:19]=4)[CH:61]=3)[NH:66][CH:67]=2)=[CH:70][CH:71]=1. Procedure: Compound Z was prepared by a method analogous to that described in Example 1 by substituting 4-aminophenylboronic acid for 1H-indol-5-ylboronic acid in the reaction with Intermediate A and 6-aminopyridin-3-ylboronic acid for 3,4,5-trimethoxyphenylboronic acid in the reaction with Intermediate B. HPLC retention time: 0.68 minutes. MS ESI (m/z): 302.4 (M+H)+, calc. 301.